From a dataset of the Open Reaction Database (ORD), a public repository of structured organic reaction records. describe an organic reaction: reactants, conditions, products, and yield The reactants are ClC1=C(C=C(C=C1)C1=NNC=C1)CNC(OC)=O (methyl N-[[2-chloro-5-(1H-pyrazol-3-yl)phenyl]methyl]carbamate), product, BrCC1=CC(=CC=C1)OC(F)(F)F (1-(bromomethyl)-3-(trifluoromethoxy)benzene), C([O-])([O-])=O.[K+].[K+] (potassium carbonate). Run in CN(C=O)C (N,N-dimethylformamide). Reaction conditions: temperature 100 celsius. The product is ClC1=C(C=C(C=C1)C1=NN(C=C1)CC1=CC(=CC=C1)OC(F)(F)F)CNC(OC)=O (methyl N-[[2-chloro-5-[1-[[3-(trifluoromethoxy)phenyl]methyl]-1H-pyrazol-3-yl]phenyl]methyl]carbamate). RXN SMILES: [Cl:1][C:2]1[CH:7]=[CH:6][C:5]([C:8]2[CH:12]=[CH:11][NH:10][N:9]=2)=[CH:4][C:3]=1[CH2:13][NH:14][C:15](=[O:18])[O:16][CH3:17].Br[CH2:20][C:21]1[CH:26]=[CH:25][CH:24]=[C:23]([O:27][C:28]([F:31])([F:30])[F:29])[CH:22]=1.C(=O)([O-])[O-].[K+].[K+]>CN(C)C=O>[Cl:1][C:2]1[CH:7]=[CH:6][C:5]([C:8]2[CH:12]=[CH:11][N:10]([CH2:20][C:21]3[CH:26]=[CH:25][CH:24]=[C:23]([O:27][C:28]([F:29])([F:30])[F:31])[CH:22]=3)[N:9]=2)=[CH:4][C:3]=1[CH2:13][NH:14][C:15](=[O:18])[O:16][CH3:17] |f:2.3.4|. Procedure: A mixture of methyl N-[[2-chloro-5-(1H-pyrazol-3-yl)phenyl]methyl]carbamate (i.e. the product of Step B, Example 4) (0.2 g, 0.75 mmol), 1-(bromomethyl)-3-(trifluoromethoxy)benzene (0.765 g, 3.0 mmol) and potassium carbonate (−325 mesh, 0.829 g, 6.0 mmol) in N,N-dimethylformamide (4 mL) was heated at 100° C. overnight and then concentrated under reduced pressure. The resulting residue was purified by medium pressure liquid chromatography (0 to 100% gradient of ethyl acetate in hexanes as eluant) ...